This data is from the Open Reaction Database (ORD), a public repository of structured organic reaction records. The task is: describe an organic reaction: reactants, conditions, products, and yield Reactants: Cc1n[nH]c2ccc(Br)cc12, C1COCCO1, CC1(C)OB(c2ccc3cc(NC(=O)c4ccsc4)ccc3c2)OC1(C)C, [K+], [K+], O=C([O-])[O-], O, [Pd]. The product is Cc1n[nH]c2ccc(-c3ccc4cc(NC(=O)c5ccsc5)ccc4c3)cc12. As a reaction SMILES: [Br:1][c:2]1[cH:3][c:4]2[c:5]([CH3:11])[n:6][nH:7][c:8]2[cH:9][cH:10]1.[CH2:45]1[O:46][CH2:47][CH2:48][O:49][CH2:50]1.[CH3:12][C:13]1([CH3:14])[C:15]([CH3:16])([CH3:17])[O:18][B:19]([c:20]2[cH:21][c:22]3[cH:23][cH:24][c:25]([NH:30][C:31](=[O:32])[c:33]4[cH:34][s:35][cH:36][cH:37]4)[cH:26][c:27]3[cH:28][cH:29]2)[O:38]1.[K+:39].[K+:40].[O-:41][C:42]([O-:43])=[O:44].[OH2:52].[Pd:51]>>[c:2]1(-[c:20]2[cH:21][c:22]3[cH:23][cH:24][c:25]([NH:30][C:31](=[O:32])[c:33]4[cH:34][s:35][cH:36][cH:37]4)[cH:26][c:27]3[cH:28][cH:29]2)[cH:3][c:4]2[c:5]([CH3:11])[n:6][nH:7][c:8]2[cH:9][cH:10]1. Starting materials: C(C)(=O)O (acetic acid), C(C)(=O)O[BH-](OC(C)=O)OC(C)=O.[Na+] (sodium triacetoxyborohydride), C(C)OCC=1N(C2=C(C=NC=3C=CC=CC23)N1)N (2-ethoxymethy-1H-imidazo[4,5-c]quinolin-1-amine), C(C)(=O)O (acetic acid), C(C)(=O)O[BH-](OC(C)=O)OC(C)=O.[Na+] (sodium triacetoxyborohydride), [BH4-].[Na+] (NaBH4). The solvent is CC(=O)C (acetone), CO (MeOH), ClCCCl (1,2-dichloroethane), CC(=O)C (acetone). Reaction conditions: time 8 hour. Product: C(C)OCC=1N(C2=C(C=NC=3C=CC=CC23)N1)NC(C)C (N-(2-ethoxymethy-1H-imidazo[4,5-c]quinolin-1-yl)isopropylamine). Yield: 33.5%. RXN SMILES: [CH2:1]([O:3][CH2:4][C:5]1[N:6]([NH2:18])[C:7]2[C:16]3[CH:15]=[CH:14][CH:13]=[CH:12][C:11]=3[N:10]=[CH:9][C:8]=2[N:17]=1)[CH3:2].[C:19](O)(=O)[CH3:20].[C:23](O[BH-](OC(=O)C)OC(=O)C)(=O)C.[Na+].[BH4-].[Na+]>ClCCCl.CO.CC(C)=O>[CH2:1]([O:3][CH2:4][C:5]1[N:6]([NH:18][CH:19]([CH3:20])[CH3:23])[C:7]2[C:16]3[CH:15]=[CH:14][CH:13]=[CH:12][C:11]=3[N:10]=[CH:9][C:8]=2[N:17]=1)[CH3:2] |f:2.3,4.5|. Procedure: A solution of 2-ethoxymethy-1H-imidazo[4,5-c]quinolin-1-amine (2.50 g, 10.3 mmol) in 250 mL of 1,2-dichloroethane was treated with acetone (0.83 mL, 11.3 mmol), acetic acid (0.65 mL, 11.3 mmol) and sodium triacetoxyborohydride (2.39 g, 11.3 mL). After stirring overnight, additional acetone (5 mL), acetic acid (0.65 mL, 11.3 mmol) and sodium triacetoxyborohydride (2.39 g, 11.3 mL) were added. After 2 d, the reaction was carefully quenched by addition of saturated NaHCO3 solution. The layers were ... Reactants: O=[N+]([O-])c1cc(O)c(C2CCCC2)cc1Br, O=C([O-])[O-], [Cs+], [Cs+], CI, CN(C)C=O. Yields the product COc1cc([N+](=O)[O-])c(Br)cc1C1CCCC1. As a reaction SMILES: [Br:1][c:2]1[cH:3][c:4]([CH:12]2[CH2:13][CH2:14][CH2:15][CH2:16]2)[c:5]([OH:11])[cH:6][c:7]1[N+:8](=[O:9])[O-:10].[C:17](=[O:18])([O-:19])[O-:20].[Cs+:21].[Cs+:22].[I:23][CH3:24].[O:25]=[CH:26][N:27]([CH3:28])[CH3:29]>>[Br:1][c:2]1[cH:3][c:4]([CH:12]2[CH2:13][CH2:14][CH2:15][CH2:16]2)[c:5]([O:11][CH3:17])[cH:6][c:7]1[N+:8](=[O:9])[O-:10]. Reactants: OC[C@@H]1[C@H](C1)C1=CC=C(C=N1)C(C)(C)O (2-(6-((1S,2S)-2-(Hydroxymethyl)cyclopropyl)pyridin-3-yl)propan-2-ol), ClC1=NC(=NC(=C1)Cl)C (4,6-dichloro-2-methylpyrimidine), C(=O)([O-])[O-].[Cs+].[Cs+] (Cs2CO3). The solvent is C1CCOC1 (THF). Product: ClC1=CC(=NC(=N1)C)OC[C@@H]1[C@H](C1)C1=CC=C(C=N1)C(C)(C)O (2-(6-((1S,2S)-2-((6-chloro-2-methylpyrimidin-4-yloxy)methyl)cyclopropyl)pyridin-3-yl)propan-2-ol). Isolated yield 27.7%. RXN SMILES: [OH:1][CH2:2][C@H:3]1[CH2:5][C@@H:4]1[C:6]1[N:11]=[CH:10][C:9]([C:12]([OH:15])([CH3:14])[CH3:13])=[CH:8][CH:7]=1.[Cl:16][C:17]1[CH:22]=[C:21](Cl)[N:20]=[C:19]([CH3:24])[N:18]=1.C([O-])([O-])=O.[Cs+].[Cs+]>C1COCC1>[Cl:16][C:17]1[N:18]=[C:19]([CH3:24])[N:20]=[C:21]([O:1][CH2:2][C@H:3]2[CH2:5][C@@H:4]2[C:6]2[N:11]=[CH:10][C:9]([C:12]([OH:15])([CH3:13])[CH3:14])=[CH:8][CH:7]=2)[CH:22]=1 |f:2.3.4|. Procedure details: A solution of compound 8-2 (135 mg, 0.652 mmol) and 4,6-dichloro-2-methylpyrimidine (106.3 mg, 0.65 mmol) in THF (3.0 mL) was treated with Cs2CO3 (281 mg, 0.86 mmol) and heated to reflux for 12 h. The reaction mixture was filtrated and the filtrate was concentrated and purified directly by gradient elution on silica gel (Petroleum ether:ethyl acetate=2:1-1:1) to afford the title compound as a colorless oil (60 mg, 28%). LRMS (ES) calculated M+H for C17H20ClN3O2: 334.12. Found: 334.1.